From a dataset of the Open Reaction Database (ORD), a public repository of structured organic reaction records. describe an organic reaction: reactants, conditions, products, and yield The reactants are CCOC(=O)Cc1ccc(B2OC(C)(C)C(C)(C)O2)cc1, Cc1ccccc1C(C)OC(=O)Nc1c(C)noc1-c1ccc(Br)cc1. Product: CCOC(=O)Cc1ccc(-c2ccc(-c3onc(C)c3NC(=O)OC(C)c3ccccc3C)cc2)cc1. RXN SMILES: [CH2:27]([CH3:28])[O:29][C:30]([CH2:31][c:32]1[cH:33][cH:34][c:35]([B:38]2[O:39][C:40]([CH3:41])([CH3:42])[C:43]([CH3:44])([CH3:45])[O:46]2)[cH:36][cH:37]1)=[O:47].[c:1]1([CH3:26])[c:2]([CH:7]([CH3:8])[O:9][C:10]([NH:11][c:12]2[c:13]([CH3:24])[n:14][o:15][c:16]2-[c:17]2[cH:18][cH:19][c:20]([Br:23])[cH:21][cH:22]2)=[O:25])[cH:3][cH:4][cH:5][cH:6]1>>[c:1]1([CH3:26])[c:2]([CH:7]([CH3:8])[O:9][C:10]([NH:11][c:12]2[c:13]([CH3:24])[n:14][o:15][c:16]2-[c:17]2[cH:18][cH:19][c:20](-[c:35]3[cH:34][cH:33][c:32]([CH2:31][C:30]([O:29][CH2:27][CH3:28])=[O:47])[cH:37][cH:36]3)[cH:21][cH:22]2)=[O:25])[cH:3][cH:4][cH:5][cH:6]1.